From a dataset of the Open Reaction Database (ORD), a public repository of structured organic reaction records. describe an organic reaction: reactants, conditions, products, and yield Reactants: CO, Cc1ccccc1, CCCCCC, O=C(O)CCCC(=O)NCCCCCC1CCSS1. Yields the product COC(=O)CCCC(=O)NCCCCCC1CCSS1. As a reaction SMILES: [CH3:20][OH:21].[CH3:22][c:23]1[cH:24][cH:25][cH:26][cH:27][cH:28]1.[CH3:29][CH2:30][CH2:31][CH2:32][CH2:33][CH3:34].[S:1]1[S:2][CH:3]([CH2:6][CH2:7][CH2:8][CH2:9][CH2:10][NH:11][C:12](=[O:13])[CH2:14][CH2:15][CH2:16][C:17](=[O:18])[OH:19])[CH2:4][CH2:5]1>>[S:1]1[S:2][CH:3]([CH2:6][CH2:7][CH2:8][CH2:9][CH2:10][NH:11][C:12](=[O:13])[CH2:14][CH2:15][CH2:16][C:17](=[O:18])[O:19][CH3:22])[CH2:4][CH2:5]1. The reactants are COc1c(Nc2cc(NC(=O)c3sccc3NCc3ccnc4ccccc34)ccc2C)c(=O)c1=O, N. The product is Cc1ccc(NC(=O)c2sccc2NCc2ccnc3ccccc23)cc1Nc1c(N)c(=O)c1=O. As a reaction SMILES: [CH3:1][O:2][c:3]1[c:4]([NH:9][c:10]2[cH:11][c:12]([NH:17][C:18](=[O:19])[c:20]3[s:21][cH:22][cH:23][c:24]3[NH:25][CH2:26][c:27]3[cH:28][cH:29][n:30][c:31]4[cH:32][cH:33][cH:34][cH:35][c:36]34)[cH:13][cH:14][c:15]2[CH3:16])[c:5](=[O:8])[c:6]1=[O:7].[NH3:37]>>[c:3]1([NH2:37])[c:4]([NH:9][c:10]2[cH:11][c:12]([NH:17][C:18](=[O:19])[c:20]3[s:21][cH:22][cH:23][c:24]3[NH:25][CH2:26][c:27]3[cH:28][cH:29][n:30][c:31]4[cH:32][cH:33][cH:34][cH:35][c:36]34)[cH:13][cH:14][c:15]2[CH3:16])[c:5](=[O:8])[c:6]1=[O:7]. The reactants are NCCCCCCC(=O)O (7-aminoheptanoic acid), FC1=NC=CC=C1 (2-fluoropyridine), [OH-].[Na+] (NaOH), Cl (HCl). Run in N1=CC=CC=C1 (pyridine). Yields the product N1=C(C=CC=C1)NCCCCCCC(=O)O (7-(2-pyridylamino)heptanoic acid). As a reaction SMILES: [NH2:1][CH2:2][CH2:3][CH2:4][CH2:5][CH2:6][CH2:7][C:8]([OH:10])=[O:9].F[C:12]1[CH:17]=[CH:16][CH:15]=[CH:14][N:13]=1.[OH-].[Na+].Cl>N1C=CC=CC=1>[N:13]1[CH:14]=[CH:15][CH:16]=[CH:17][C:12]=1[NH:1][CH2:2][CH2:3][CH2:4][CH2:5][CH2:6][CH2:7][C:8]([OH:10])=[O:9] |f:2.3|. Procedure details: To a stirring solution of 7-aminoheptanoic acid in pyridine (0.5 M) was added 2-fluoropyridine (2 eq) and 2N NaOH (1 eq), and the reaction was refluxed overnight. The mixture was adjusted to neutral pH with 6N HCl and concentrated in vacuo. The residue was suspended in 10:1:1 EtOH/NH4OH/H2O, filtered through a plug of silica, and concentrated in vacuo to afford a colorless solid. The reactants are C(C)OC(C(CC1=CC(=C(C=C1)O)F)OCC)=O ([rac]-2-ethoxy-3-(3-fluoro-4-hydroxy-phenyl)-propionic acid ethyl ester), C([O-])([O-])=O.[Cs+].[Cs+] (cesium carbonate), ClCC=1N=C(SC1)C1=CC=C(C=C1)C(C)C (4-chloromethyl-2-(4-isopropyl-phenyl)-thiazole), C(C)(C)C1=CC=C(C(=S)N)C=C1 (4-isopropyl-thiobenzamide), ClCC(=O)CCl (1,3-dichloroacetone). The solvent is C(C)#N (acetonitrile). The product is C(C)OC(C(CC1=CC(=C(C=C1)OCC=1N=C(SC1)C1=CC=C(C=C1)C(C)C)F)OCC)=O ([rac]-2-ethoxy-3-{3-fluoro-4-[2-(4-isopropyl-phenyl)-thiazol-4-ylmethoxy]-phenyl}-propionic acid ethyl ester). Reaction SMILES: [CH2:1]([O:3][C:4](=[O:18])[CH:5]([O:15][CH2:16][CH3:17])[CH2:6][C:7]1[CH:12]=[CH:11][C:10]([OH:13])=[C:9]([F:14])[CH:8]=1)[CH3:2].Cl[CH2:20][C:21]1[N:22]=[C:23]([C:26]2[CH:31]=[CH:30][C:29]([CH:32]([CH3:34])[CH3:33])=[CH:28][CH:27]=2)[S:24][CH:25]=1.C(C1C=CC(C(N)=S)=CC=1)(C)C.ClCC(CCl)=O.C(=O)([O-])[O-].[Cs+].[Cs+]>C(#N)C>[CH2:1]([O:3][C:4](=[O:18])[CH:5]([O:15][CH2:16][CH3:17])[CH2:6][C:7]1[CH:12]=[CH:11][C:10]([O:13][CH2:20][C:21]2[N:22]=[C:23]([C:26]3[CH:31]=[CH:30][C:29]([CH:32]([CH3:34])[CH3:33])=[CH:28][CH:27]=3)[S:24][CH:25]=2)=[C:9]([F:14])[CH:8]=1)[CH3:2] |f:4.5.6|. Procedure details: In analogy to the procedure described in example 4 d], [rac]-2-ethoxy-3-(3-fluoro-4-hydroxy-phenyl)-propionic acid ethyl ester (example 7 a]) was reacted with 4-chloromethyl-2-(4-isopropyl-phenyl)-thiazole (prepared from 4-isopropyl-thiobenzamide and 1,3-dichloroacetone in analogy to the procedure described in example 4 a]) in acetonitrile in the presence of cesium carbonate to yield [rac]-2-ethoxy-3-{3-fluoro-4-[2-(4-isopropyl-phenyl)-thiazol-4-ylmethoxy]-phenyl}-propionic acid ethyl ester, whi... Starting materials: O=C[C@H](O)[C@@H](O)[C@H](O)[C@H](O)CO (glucose), [OH-].[Na+] (sodium hydroxide), II, O=C[C@H](O)[C@@H](O)[C@H](O)[C@H](O)CO (glucose), C(C)(=O)C1=CC=CC=C1 (acetophenone). Reagents/catalysts: C1=CC(=C[N+](=C1)[C@H]2[C@@H]([C@@H]([C@H](O2)COP(=O)(O)OP(=O)(O)OC[C@@H]3[C@H]([C@H]([C@@H](O3)N4C=NC5=C4N=CN=C5N)O)O)O)O)C(=O)N (NAD+). Run at temperature 30 celsius, time 20 hour. Product: C1(=CC=CC=C1)[C@H](C)O ((S)-phenylethanol). The yield is 96.4%. RXN SMILES: O=C[C@@H]([C@H]([C@@H]([C@@H](CO)O)O)O)O.[C:13]([C:16]1[CH:21]=[CH:20][CH:19]=[CH:18][CH:17]=1)(=[O:15])[CH3:14].[OH-].[Na+]>C1C=[N+]([C@@H]2O[C@H](COP(OP(OC[C@H]3O[C@@H](N4C5N=CN=C(N)C=5N=C4)[C@H](O)[C@@H]3O)(O)=O)(O)=O)[C@@H](O)[C@H]2O)C=C(C(N)=O)C=1>[C:16]1([C@@H:13]([OH:15])[CH3:14])[CH:21]=[CH:20][CH:19]=[CH:18][CH:17]=1 |f:2.3|. Reported procedure: coli HB101 (pNCM) was cultivated in a similar manner to Example 9, and then cells were disrupted with an ultrasonic homogenizer. Thus, 100 mL of the cell-free extract was produced. In a 100-mL portion of this cell-free extract, 700 U of a glucose dehydrogenase (Trade name: GLUCDH “Amano” II, a product of Amano Enzyme Inc.), 17 g of glucose, 3 mg of NAD+, and 10 g of acetophenone were added, and the mixture was stirred at 30° C. for 20 hours while controlling the pH of the reaction mixture to 6.5... Reactants: CC=1OC=CC1C1=NC(=NC=C1C1=CC(=NC=C1)C)N1CC(CCC1)C (4-(2-methyl-3-furanyl)-2-(3-methyl-1-piperidinyl)-5-(2-methyl-4-pyridinyl)pyrimidine), Cl (hydrogen chloride). Run in ClCCl (dichloromethane). Yields the product Cl.CC=1OC=CC1C1=NC(=NC=C1C1=CC(=NC=C1)C)N1CC(CCC1)C (4-(2-Methyl-3-furanyl)-2-(3-methyl-1-piperidinyl)-5-(2-methyl-4-pyridinyl)pyrimidine hydrochloride). Yield: 89.0%. RXN SMILES: [CH3:1][C:2]1[O:3][CH:4]=[CH:5][C:6]=1[C:7]1[C:12]([C:13]2[CH:18]=[CH:17][N:16]=[C:15]([CH3:19])[CH:14]=2)=[CH:11][N:10]=[C:9]([N:20]2[CH2:25][CH2:24][CH2:23][CH:22]([CH3:26])[CH2:21]2)[N:8]=1.[ClH:27]>ClCCl>[ClH:27].[CH3:1][C:2]1[O:3][CH:4]=[CH:5][C:6]=1[C:7]1[C:12]([C:13]2[CH:18]=[CH:17][N:16]=[C:15]([CH3:19])[CH:14]=2)=[CH:11][N:10]=[C:9]([N:20]2[CH2:25][CH2:24][CH2:23][CH:22]([CH3:26])[CH2:21]2)[N:8]=1 |f:3.4|. Procedure details: A mixture of 3-(dimethylamino)-1-(2-methyl-3-f uranyl)-2-(2-methyl-4-pyridinyl)-2-propen-1-one (541 mg, 2.000 mmol) and 3-methyl-1-piperidinecarboximidamide hydrochloride (533 mg, 3 mmol) in ethanol (10 ml) was stirred at room temperature. Potassium tert-butoxide (449 mg, 4.00 mmol) was added and the mixture was heated at reflux for 90 minutes. After cooling to room temperature the solvent was evaporated and the residue was diluted with water and extracted with ethyl acetate. The organic extract... Reactants: N1(CCOCC1)C(=O)Cl (4-morpholinecarbonyl chloride), N1N=C(C=C1)C=1C=NC=CC1 (3-(1H-pyrazol-3-yl)pyridine), N1=CC=CC=C1 (pyridine). The reagents and catalysts are CN(C)C=1C=CN=CC1 (DMAP). Solvent: O1CCCC1 (tetrahydrofuran). Run at temperature 80 celsius. Product: O1CCN(CC1)C(=O)N1N=C(C=C1)C=1C=NC=CC1 (Morpholino(3-(pyridin-3-yl)-1H-pyrazol-1-yl)methanone). Reaction SMILES: [NH:1]1[CH:5]=[CH:4][C:3]([C:6]2[CH:7]=[N:8][CH:9]=[CH:10][CH:11]=2)=[N:2]1.N1C=CC=CC=1.[N:18]1([C:24](Cl)=[O:25])[CH2:23][CH2:22][O:21][CH2:20][CH2:19]1>O1CCCC1.CN(C1C=CN=CC=1)C>[O:21]1[CH2:22][CH2:23][N:18]([C:24]([N:1]2[CH:5]=[CH:4][C:3]([C:6]3[CH:7]=[N:8][CH:9]=[CH:10][CH:11]=3)=[N:2]2)=[O:25])[CH2:19][CH2:20]1. Procedure: To a stirred solution of 3-(1H-pyrazol-3-yl)pyridine (0.435 g, 3 mmol) in tetrahydrofuran (15 ml) was added pyridine (0.367 ml, 4.50 mmol), DMAP (18.33 mg, 0.150 mmol). The solution was treated with 4-morpholinecarbonyl chloride (0.368 ml, 3.15 mmol). The reaction was heated to 80° C. for 20 hours. THF was removed by vacuum, the residue was partitioned between DCM and water. The organic phase was dried over MgSO4 and filtered. After evaporation the crude product was chromatographed in petroleume...